describe an organic reaction: reactants, conditions, products, and yield From a dataset of the Open Reaction Database (ORD), a public repository of structured organic reaction records. Reactants: ClCC(=O)Cl (2-chloroacetyl chloride), FC1=C(C(=CC=C1)F)C1CC(=NO1)C=1N=C(SC1)C1CCNCC1 (4-[4-[5-(2,6-difluorophenyl)-4,5-dihydro-3-isoxazolyl]-2-thiazolyl]piperidine), product, C(C)(C)N(C(C)C)CC (N,N-diisopropylethylamine), O (water). Reaction SMILES: [F:1][C:2]1[CH:7]=[CH:6][CH:5]=[C:4]([F:8])[C:3]=1[CH:9]1[O:13][N:12]=[C:11]([C:14]2[N:15]=[C:16]([CH:19]3[CH2:24][CH2:23][NH:22][CH2:21][CH2:20]3)[S:17][CH:18]=2)[CH2:10]1.C(N(CC)C(C)C)(C)C.[Cl:34][CH2:35][C:36](Cl)=[O:37].O>C(Cl)Cl>[Cl:34][CH2:35][C:36]([N:22]1[CH2:23][CH2:24][CH:19]([C:16]2[S:17][CH:18]=[C:14]([C:11]3[CH2:10][CH:9]([C:3]4[C:4]([F:8])=[CH:5][CH:6]=[CH:7][C:2]=4[F:1])[O:13][N:12]=3)[N:15]=2)[CH2:20][CH2:21]1)=[O:37]. Run at time 4 hour. Procedure details: To a mixture of 4-[4-[5-(2,6-difluorophenyl)-4,5-dihydro-3-isoxazolyl]-2-thiazolyl]piperidine (i.e. the product of Example 1, Step D) (4.2 g, 12.0 mmol) and N,N-diisopropylethylamine (1.63 g, 12.6 mmol) in methylene chloride (25 mL) at 0° C. was added a solution of 2-chloroacetyl chloride (1.43 g, 1.26 mmol) in dichloromethane (3 mL), after which time the reaction mixture was allowed to warm to room temperature. After 4 h, the reaction mixture was poured into water and the layers were separated.... The product is ClCC(=O)N1CCC(CC1)C=1SC=C(N1)C1=NOC(C1)C1=C(C=CC=C1F)F (2-chloro-1-[4-[4-[5-(2,6-difluorophenyl)-4,5-dihydro-3-isoxazolyl]-2-thiazolyl]-1-piperidinyl]ethanone). The solvent is ClCCl (dichloromethane), C(Cl)Cl (methylene chloride). The reactants are crude product, C(C)(=O)N1C(CC(C2=CC(=CC=C12)F)NC1=CC=C(C=C1)C(=O)OCC)C (1-acetyl-4-[(4-ethoxycarbonylphenyl)amino]-6-fluoro-2-methyl-1,2,3,4-tetrahydroquinoline), aqueous solution, [OH-].[Na+] (sodium hydroxide). Yields the product C(C)(=O)N1C(CC(C2=CC(=CC=C12)F)NC1=CC=C(C=C1)C(=O)O)C (1-acetyl-4-[(4-carboxyphenyl)amino]-6-fluoro-2-methyl-1,2,3,4-tetrahydroquinoline). The yield is 87.0%. As a reaction SMILES: [C:1]([N:4]1[C:13]2[C:8](=[CH:9][C:10]([F:14])=[CH:11][CH:12]=2)[CH:7]([NH:15][C:16]2[CH:21]=[CH:20][C:19]([C:22]([O:24]CC)=[O:23])=[CH:18][CH:17]=2)[CH2:6][CH:5]1[CH3:27])(=[O:3])[CH3:2].[OH-].[Na+]>C(O)C>[C:1]([N:4]1[C:13]2[C:8](=[CH:9][C:10]([F:14])=[CH:11][CH:12]=2)[CH:7]([NH:15][C:16]2[CH:21]=[CH:20][C:19]([C:22]([OH:24])=[O:23])=[CH:18][CH:17]=2)[CH2:6][CH:5]1[CH3:27])(=[O:3])[CH3:2] |f:1.2|. The solvent is C(C)O (ethanol). Conditions: time 6 hour. Procedure: [Step 2] 500 mg of the crude product of 1-acetyl-4-[(4-ethoxycarbonylphenyl)amino]-6-fluoro-2-methyl-1,2,3,4-tetrahydroquinoline was dissolved in 1.5 mL of ethanol, and 0.5 mL of a 4 N aqueous solution of sodium hydroxide was added to the solution under ice cooling. The mixture was stirred for 6 hours at room temperature, and then was stirred for 6.5 hours at 60° C. After completion of the reaction, the reaction liquid was washed with diethyl ether, and was adjusted to pH 6 with a 1 N aqueous so... Starting materials: [H-].[Na+] (sodium hydride), NC1=C(C=C(C(=O)C2=CC=C(C=C2)Cl)C=C1Cl)Cl (4-amino-3,4',5-trichloro-benzophenone), C(C)OP(=O)(OCC)CC(=O)OCC (ethyl diethylphosphonoacetate). Solvent: COCCOC (1,2-dimethoxyethane), COCCOC (1,2-dimethoxyethane), COCCOC (1,2-dimethoxyethane). Yields the product NC1=C(C=C(C(=CC(=O)OCC)C2=CC=C(C=C2)Cl)C=C1Cl)Cl (Ethyl 4-amino-β-(4-chlorophenyl)-3,5-dichloro-cinnamate). As a reaction SMILES: C(OP([CH2:9][C:10]([O:12][CH2:13][CH3:14])=[O:11])(OCC)=O)C.[H-].[Na+].[NH2:17][C:18]1[C:32]([Cl:33])=[CH:31][C:21]([C:22]([C:24]2[CH:29]=[CH:28][C:27]([Cl:30])=[CH:26][CH:25]=2)=O)=[CH:20][C:19]=1[Cl:34]>COCCOC>[NH2:17][C:18]1[C:19]([Cl:34])=[CH:20][C:21]([C:22]([C:24]2[CH:25]=[CH:26][C:27]([Cl:30])=[CH:28][CH:29]=2)=[CH:9][C:10]([O:12][CH2:13][CH3:14])=[O:11])=[CH:31][C:32]=1[Cl:33] |f:1.2|. Procedure: A solution of 108 g (0.55 mol) of ethyl diethylphosphonoacetate in 150 ml of dry 1,2-dimethoxyethane was slowly added dropwise, while stirring and cooling with ice to a suspension of 13.2 g (0.55 mol) of sodium hydride (26.4 g of 50% oil suspension) in 50 ml of dry 1,2-dimethoxyethane, whereupon the mixture foamed vigorously. After all the solution had been added the mixture was stirred for another 30 minutes. It was then combined with a suspension of 150 g (0.5 mol) of 4-amino-3,4',5-trichloro-... Starting materials: C1CCOC1, CC1(C)CC(=O)CC(C)(C)C1, [K+], [K+], O=C([O-])[O-], COC(=O)CCc1ccc(C(=O)c2ccc(O)cc2)cc1, [Zn]. Product: COC(=O)CCc1ccc(C(=C2CC(C)(C)CC(C)(C)C2)c2ccc(O)cc2)cc1. As a reaction SMILES: [CH2:39]1[O:40][CH2:41][CH2:42][CH2:43]1.[CH3:22][C:23]1([CH3:32])[CH2:24][C:25](=[O:31])[CH2:26][C:27]([CH3:29])([CH3:30])[CH2:28]1.[K+:33].[K+:34].[O-:35][C:36]([O-:37])=[O:38].[OH:1][c:2]1[cH:3][cH:4][c:5]([C:8](=[O:9])[c:10]2[cH:11][cH:12][c:13]([CH2:16][CH2:17][C:18](=[O:19])[O:20][CH3:21])[cH:14][cH:15]2)[cH:6][cH:7]1.[Zn:44]>>[OH:1][c:2]1[cH:3][cH:4][c:5]([C:8]([c:10]2[cH:11][cH:12][c:13]([CH2:16][CH2:17][C:18](=[O:19])[O:20][CH3:21])[cH:14][cH:15]2)=[C:25]2[CH2:24][C:23]([CH3:22])([CH3:32])[CH2:28][C:27]([CH3:29])([CH3:30])[CH2:26]2)[cH:6][cH:7]1. Reactants: C1(CC1)N(C=1C2=C(N=C(N1)CC(=O)OCC)SC1=C2CCCC1)C (ethyl 2-(4-(cyclopropyl(methyl)amino)-5,6,7,8-tetrahydrobenzo[4,5]thieno[2,3-d]pyrimidin-2-yl)acetate), O.[OH-].[Li+] (lithium hydroxide hydrate), Cl (HCl). The solvent is C1CCOC1 (THF), O (water), O (water). Reaction conditions: time 16 hour. The product is C1(CC1)N(C=1C2=C(N=C(N1)CC(=O)O)SC1=C2CCCC1)C (2-(4-(cyclopropyl(methyl)amino)-5,6,7,8-tetrahydrobenzo[4,5]thieno[2,3-d]pyrimidin-2-yl)acetic acid). RXN SMILES: [CH:1]1([N:4]([CH3:24])[C:5]2[C:6]3[C:19]4[CH2:20][CH2:21][CH2:22][CH2:23][C:18]=4[S:17][C:7]=3[N:8]=[C:9]([CH2:11][C:12]([O:14]CC)=[O:13])[N:10]=2)[CH2:3][CH2:2]1.O.[OH-].[Li+].Cl>C1COCC1.O>[CH:1]1([N:4]([CH3:24])[C:5]2[C:6]3[C:19]4[CH2:20][CH2:21][CH2:22][CH2:23][C:18]=4[S:17][C:7]=3[N:8]=[C:9]([CH2:11][C:12]([OH:14])=[O:13])[N:10]=2)[CH2:3][CH2:2]1 |f:1.2.3|. Procedure: To a solution of ethyl 2-(4-(cyclopropyl(methyl)amino)-5,6,7,8-tetrahydrobenzo[4,5]thieno[2,3-d]pyrimidin-2-yl)acetate (1.0 gm, 0.00289 mol) in THF (9 ml) and water (1 ml) was added lithium hydroxide hydrate (0.24 gm, 0.00578 mol). The reaction mixture was stirred at room temperature for 16 h. After completion of the reaction, it was diluted with water. The aqueous layer was made acidic to pH 1 with 2N HCl and then extracted with ethyl acetate (25 ml×3). The combined organic extracts were dried ...